This data is from the Open Reaction Database (ORD), a public repository of structured organic reaction records. The task is: describe an organic reaction: reactants, conditions, products, and yield Reactants: S(=O)(Cl)Cl (Thionyl chloride), ClC=1C(=C(C(=O)O)C=CC1F)F (3-chloro-2,4-difluorobenzoic acid). Run in C1(=CC=CC=C1)C (toluene), CN(C=O)C (dimethylformamide). The product is ClC=1C(=C(C(=O)Cl)C=CC1F)F (3-Chloro-2,4-difluoro-benzoyl chloride). RXN SMILES: S(Cl)([Cl:3])=O.[Cl:5][C:6]1[C:7]([F:16])=[C:8]([CH:12]=[CH:13][C:14]=1[F:15])[C:9](O)=[O:10]>C1(C)C=CC=CC=1.CN(C)C=O>[Cl:5][C:6]1[C:7]([F:16])=[C:8]([CH:12]=[CH:13][C:14]=1[F:15])[C:9]([Cl:3])=[O:10]. Procedure details: Thionyl chloride is metered at 70° C. to a suspension of 235 g (1.22 mol) of 3-chloro-2,4-difluorobenzoic acid in 800 ml of toluene and 3 ml of dimethylformamide until a clear solution has formed and evolution of gas is no longer observed. The toluene and excess thionyl chloride are then distilled off, and the product is subsequently obtained by distillation. Reactants: ClC=CCN(CC1=CC=CC2=CC=CC=C12)C (N-(3-chloro-2-propenyl)-N-methyl-1-naphthalenemethanamine), C(C(=O)O)(=O)O (oxalic acid). The solvent is CO (methanol). Product: C(C(=O)O)(=O)O.ClC=CCN(CC1=CC=CC2=CC=CC=C12)C (N-(3-chloro -2-propenyl)-N-methyl-1-naphthalene-methanamine oxalate). Yield: 86.1%. As a reaction SMILES: [Cl:1][CH:2]=[CH:3][CH2:4][N:5]([CH3:17])[CH2:6][C:7]1[C:16]2[C:11](=[CH:12][CH:13]=[CH:14][CH:15]=2)[CH:10]=[CH:9][CH:8]=1.[C:18]([OH:23])(=[O:22])[C:19]([OH:21])=[O:20]>CO>[C:18]([OH:23])(=[O:22])[C:19]([OH:21])=[O:20].[Cl:1][CH:2]=[CH:3][CH2:4][N:5]([CH3:17])[CH2:6][C:7]1[C:16]2[C:11](=[CH:12][CH:13]=[CH:14][CH:15]=2)[CH:10]=[CH:9][CH:8]=1 |f:3.4|. Reported procedure: A 500 ml 4-necked round-bottom flask equipped with thermometer and magnetic stirrer, under nitrogen atmosphere, is loaded with 80 g of N-(3-chloro-2-propenyl)-N-methyl-1-naphthalenemethanamine (325 mmoles) (E/Z=80/20) and 317 g of methanol at room temperature. The resulting solution is added with 29.3 g of oxalic acid (325 mmoles), keeping stirring for 15′, then the precipitate is filtered and the product is washed with methanol on the filter. 94.0 g of N-(3-chloro -2-propenyl)-N-methyl-1-naphth... Starting materials: COC=1C=CC(=NC1OC)NC=1C=2N(N=C(C1)C=1C=C(C(=O)NC3=CC=C(C(=O)OC(C)(C)C)C=C3)C=CC1)C=CN2 (tert-Butyl 4-(3-(8-(5,6-dimethoxypyridin-2-ylamino)imidazo[1,2-b]pyridazin-6-yl)benzamido)benzoate), C(=O)(C(F)(F)F)O (TFA). Solvent: ClCCl (dichloromethane). Conditions: time 2 hour. Product: COC=1C=CC(=NC1OC)NC=1C=2N(N=C(C1)C=1C=C(C(=O)NC3=CC=C(C(=O)O)C=C3)C=CC1)C=CN2 (4-(3-(8-(5,6-dimethoxypyridin-2-ylamino)imidazo[1,2-b]pyridazin-6-yl)benzamido)benzoic acid). Yield: 39.2%. Reaction SMILES: [CH3:1][O:2][C:3]1[CH:4]=[CH:5][C:6]([NH:11][C:12]2[C:13]3[N:14]([CH:40]=[CH:41][N:42]=3)[N:15]=[C:16]([C:18]3[CH:19]=[C:20]([CH:37]=[CH:38][CH:39]=3)[C:21]([NH:23][C:24]3[CH:36]=[CH:35][C:27]([C:28]([O:30]C(C)(C)C)=[O:29])=[CH:26][CH:25]=3)=[O:22])[CH:17]=2)=[N:7][C:8]=1[O:9][CH3:10].C(O)(C(F)(F)F)=O>ClCCl>[CH3:1][O:2][C:3]1[CH:4]=[CH:5][C:6]([NH:11][C:12]2[C:13]3[N:14]([CH:40]=[CH:41][N:42]=3)[N:15]=[C:16]([C:18]3[CH:19]=[C:20]([CH:37]=[CH:38][CH:39]=3)[C:21]([NH:23][C:24]3[CH:36]=[CH:35][C:27]([C:28]([OH:30])=[O:29])=[CH:26][CH:25]=3)=[O:22])[CH:17]=2)=[N:7][C:8]=1[O:9][CH3:10]. Procedure details: A mixture of tert-Butyl 4-(3-(8-(5,6-dimethoxypyridin-2-ylamino)imidazo[1,2-b]pyridazin-6-yl)benzamido)benzoate (80 mg, 0.14 mmol) and TFA (3 mL) in dichloromethane (3 mL) was stirred for 2 h at room temperature. The mixture was concentrated and then triturated with MeOH (2 mL) to give the product 4-(3-(8-(5,6-dimethoxypyridin-2-ylamino)imidazo[1,2-b]pyridazin-6-yl)benzamido)benzoic acid (28 mg, 39%) as a yellow solid. 1H NMR (300 MHz, DMSO): δ 10.71 (s, 1H), 10.02 (s, 1H), 8.66 (s, 1H), 8.55 (s... The reactants are CN(C)c1ccccc1, CCOC(C)=O, O=c1[nH]cnc2c1CCN(c1ncccc1Cl)C2, ClCCCl, [Na+], O=C([O-])O, O, O=P(Cl)(Cl)Cl. Yields the product Clc1cccnc1N1CCc2c(Cl)ncnc2C1. Reaction SMILES: [CH3:24][N:25]([c:26]1[cH:27][cH:28][cH:29][cH:30][cH:31]1)[CH3:32].[CH3:42][CH2:43][O:44][C:45](=[O:46])[CH3:47].[Cl:1][c:2]1[c:3]([N:8]2[CH2:9][c:10]3[n:11][cH:12][nH:13][c:14](=[O:18])[c:15]3[CH2:16][CH2:17]2)[n:4][cH:5][cH:6][cH:7]1.[Cl:38][CH2:39][CH2:40][Cl:41].[Na+:37].[O-:33][C:34]([OH:35])=[O:36].[OH2:48].[P:19]([Cl:20])([Cl:21])([Cl:22])=[O:23]>>[Cl:1][c:2]1[c:3]([N:8]2[CH2:9][c:10]3[n:11][cH:12][n:13][c:14]([Cl:21])[c:15]3[CH2:16][CH2:17]2)[n:4][cH:5][cH:6][cH:7]1. Starting materials: FC(C(=O)O)(F)F (trifluoroacetic acid), C(C)S (ethyl mercaptan), C(C1=CC=CC=C1)(C1=CC=CC=C1)(C1=CC=CC=C1)O\N=C(/C(=O)NC1[C@@H]2N(C(=C(CS2)COC(N)=O)C(=O)O)C1=O)\C=1N=CSC1 (7-[(Z)-2-trityloxyimino-2-(thiazol-4-yl)acetamido]-3-carbamoyloxymethyl-3-cephem-4-carboxylic acid). Run at time 110 minute. The product is O\N=C(/C(=O)NC1[C@@H]2N(C(=C(CS2)COC(N)=O)C(=O)O)C1=O)\C=1N=CSC1 (7-[(Z)-2-hydroxyimino-2-(thiazol-4-yl)acetamido]-3-carbamoyloxymethyl-3-cephem-4-carboxylic acid). Isolated yield 78.3%. RXN SMILES: FC(F)(F)C(O)=O.C(S)C.C([O:30]/[N:31]=[C:32](/[C:53]1[N:54]=[CH:55][S:56][CH:57]=1)\[C:33]([NH:35][CH:36]1[C:51](=[O:52])[N:38]2[C:39]([C:48]([OH:50])=[O:49])=[C:40]([CH2:43][O:44][C:45](=[O:47])[NH2:46])[CH2:41][S:42][C@H:37]12)=[O:34])(C1C=CC=CC=1)(C1C=CC=CC=1)C1C=CC=CC=1>>[OH:30]/[N:31]=[C:32](/[C:53]1[N:54]=[CH:55][S:56][CH:57]=1)\[C:33]([NH:35][CH:36]1[C:51](=[O:52])[N:38]2[C:39]([C:48]([OH:50])=[O:49])=[C:40]([CH2:43][O:44][C:45](=[O:47])[NH2:46])[CH2:41][S:42][C@H:37]12)=[O:34]. Reported procedure: To a stirring mixture of trifluoroacetic acid (3 ml) and ethyl mercaptan (1 ml) was added 7-[(Z)-2-trityloxyimino-2-(thiazol-4-yl)acetamido]-3-carbamoyloxymethyl-3-cephem-4-carboxylic acid (110 mg). The stirring was continued for 110 min at room temperature. The reaction mixture was concentrated to dryness under reduced pressure at room temperature. Resulting crystals were washed with diethyl ether, and dried in vacuo over calcium chloride to give the title compound (55 mg). The reactants are CC1=CC=C(C=C1)S(=O)(=O)OC[C@@H]1OC2=C(C=C(C=C2C=C1)F)C1=C(C=CC(=C1)Cl)Cl (((R)-8-(2,5-dichlorophenyl)-6-fluoro-2H-chromen-2-yl)methyl 4-methylbenzenesulfonate), [N-]=[N+]=[N-].[Na+] (sodium azide). The solvent is CN(C)C=O (DMF). Reaction conditions: time 10 minute. Yields the product N(=[N+]=[N-])C[C@@H]1OC2=C(C=C(C=C2CC1)F)C1=C(C=CC(=C1)Cl)Cl ((2R)-2-azidomethyl-8-(2,5-dichloro-phenyl)-6-fluoro-chroman). Yield: 80.2%. RXN SMILES: CC1C=CC(S(O[CH2:12][C@H:13]2[CH:22]=[CH:21][C:20]3[C:15](=[C:16]([C:24]4[CH:29]=[C:28]([Cl:30])[CH:27]=[CH:26][C:25]=4[Cl:31])[CH:17]=[C:18]([F:23])[CH:19]=3)[O:14]2)(=O)=O)=CC=1.[N-:32]=[N+:33]=[N-:34].[Na+]>CN(C=O)C>[N:32]([CH2:12][C@H:13]1[CH2:22][CH2:21][C:20]2[C:15](=[C:16]([C:24]3[CH:29]=[C:28]([Cl:30])[CH:27]=[CH:26][C:25]=3[Cl:31])[CH:17]=[C:18]([F:23])[CH:19]=2)[O:14]1)=[N+:33]=[N-:34] |f:1.2|. Procedure: A solution ((R)-8-(2,5-dichlorophenyl)-6-fluoro-2H-chromen-2-yl)methyl 4-methylbenzenesulfonate (410 mg, 0.85 mmol) and sodium azide (280 mg, 4.3 mmol) in anhydrous DMF (20 mL) was heated to 90° C. under nitrogen for 20 hours. The cooled reaction mixture was quenched by the addition of water (30 mL) and the resulting suspension stirred vigorously for 10 minutes. The mixture was then partitioned between ethyl acetate (100 mL) and water (100 mL), the organic phase separated, washed with water (100... Reactants: Cl.C(C)N (ethylamine hydrochloride), FC1=CC=C(C=C1)C[C@@H](C(=O)NC1=CC(=NN1C)C1=CC=NC=C1)NCC(=O)O (2-((S)-3-(4-Fluorophenyl)-1-(1-methyl-3-(pyridin-4-yl)-1H-pyrazol-5-ylamino)-1-oxopropan-2-ylamino)acetic acid), propylphosphoric anhydride, C(C)(=O)OCC (ethyl acetate), [Cl-].[NH4+] (ammonium chloride). Solvent: C(C)N(CC)CC (triethylamine), ClCCl (dichloromethane). Reaction conditions: time 20 minute. Yields the product C(C)NC(=O)CN[C@H](C(=O)NC1=CC(=NN1C)C1=CC=NC=C1)CC1=CC=C(C=C1)F ((S)-2-(Ethylcarbamoylmethylamino)-3-(4-fluorophenyl)-N-(1-methyl-3-(pyridin-4-yl)-1H-pyrazol-5-yl)propanamide). Yield: 45.2%. Reaction SMILES: [F:1][C:2]1[CH:7]=[CH:6][C:5]([CH2:8][C@H:9]([NH:25][CH2:26][C:27](O)=[O:28])[C:10]([NH:12][C:13]2[N:17]([CH3:18])[N:16]=[C:15]([C:19]3[CH:24]=[CH:23][N:22]=[CH:21][CH:20]=3)[CH:14]=2)=[O:11])=[CH:4][CH:3]=1.C(OCC)(=O)C.Cl.[CH2:37]([NH2:39])[CH3:38].[Cl-].[NH4+]>C(N(CC)CC)C.ClCCl>[CH2:37]([NH:39][C:27]([CH2:26][NH:25][C@@H:9]([CH2:8][C:5]1[CH:6]=[CH:7][C:2]([F:1])=[CH:3][CH:4]=1)[C:10]([NH:12][C:13]1[N:17]([CH3:18])[N:16]=[C:15]([C:19]2[CH:24]=[CH:23][N:22]=[CH:21][CH:20]=2)[CH:14]=1)=[O:11])=[O:28])[CH3:38] |f:2.3,4.5|. Procedure details: To a 25 ml flask was added 2-((S)-3-(4-fluorophenyl)-1-(1-methyl-3-(pyridin-4-yl)-1H-pyrazol-5-ylamino)-1-oxopropan-2-ylamino)acetic acid 103.2 (145 mg, 0.36 mmole), 50% propylphosphoric anhydride in ethyl acetate (348 mg, 0.55 mmole), 0.2 ml of triethylamine and 3 ml of dichloromethane. After 20 min, ethylamine hydrochloride (60 mg, 0.73 mmole) was added to the mixture. The reaction was stirred at room temperature for 4 days. The solution was poured into saturated ammonium chloride, and extract...